Dataset: the Open Reaction Database (ORD), a public repository of structured organic reaction records. Task: describe an organic reaction: reactants, conditions, products, and yield Reactants: S(=O)(=O)(C1=CC=C(C)C=C1)NCCCCN (N-tosyl-1,4-diaminobutane), N([C@@H](CC1=CC=CC=C1)C(=O)O)C(=O)OC(C)(C)C (Boc-L-Phe-OH). Yields the product C(=O)(OC(C)(C)C)N[C@@H](CC1=CC=CC=C1)C(=O)NCCCCNS(=O)(=O)C1=CC=C(C)C=C1 (N-(Boc-L-phenylalanyl)-N'-tosyl-1,4-diaminobutane). Yield: 85.3%. Reaction SMILES: [S:1]([NH:11][CH2:12][CH2:13][CH2:14][CH2:15][NH2:16])([C:4]1[CH:10]=[CH:9][C:7]([CH3:8])=[CH:6][CH:5]=1)(=[O:3])=[O:2].[NH:17]([C:29]([O:31][C:32]([CH3:35])([CH3:34])[CH3:33])=[O:30])[C@H:18]([C:26](O)=[O:27])[CH2:19][C:20]1[CH:25]=[CH:24][CH:23]=[CH:22][CH:21]=1>>[C:29]([NH:17][C@H:18]([C:26]([NH:16][CH2:15][CH2:14][CH2:13][CH2:12][NH:11][S:1]([C:4]1[CH:5]=[CH:6][C:7]([CH3:8])=[CH:9][CH:10]=1)(=[O:2])=[O:3])=[O:27])[CH2:19][C:20]1[CH:21]=[CH:22][CH:23]=[CH:24][CH:25]=1)([O:31][C:32]([CH3:34])([CH3:33])[CH3:35])=[O:30]. Procedure: In substantially the same manner as in Example 5, N-tosyl-1,4-diaminobutane (1.27 g) was condensed with Boc-L-Phe-OH (1.47 g) to give N-(Boc-L-phenylalanyl)-N'-tosyl-1,4-diaminobutane (2.19 g) (yield 85%). After Boc group elimination with TFA, the product was condensed with (2S,3S)-ethyl hydrogen trans-epoxysuccinate (774 mg) as obtained in Reference Example 8 to yield the title compound (compound 32; 1.55 g) [yield 67%].